From a dataset of the Open Reaction Database (ORD), a public repository of structured organic reaction records. describe an organic reaction: reactants, conditions, products, and yield Solvent: C(Cl)Cl (Methylene chloride), O1CCCC1 (tetrahydrofuran). Yields the product FC(O)(F)F.C=1C=CC(=CC1)C=2C3=CC=C(N3)C(=C4NC(=C(C5=NC(=C(C=6C=CC2N6)C=7C=CC=CC7)C=C5)C=8C=CC=CC8)C=C4)C=9C=CC=CC9 (Trifluoromethanol tetraphenylporphyrin), trifaoromethanol-tetraphenylporphyrin. The yield is 89.0%. RXN SMILES: C([C:3]1[CH:7]=[C:6]2[C:8]([C:45]3[CH:50]=[CH:49][CH:48]=[CH:47][CH:46]=3)=[C:9]3[N:13]=[C:12]([C:14]([C:39]4[CH:44]=[CH:43][CH:42]=[CH:41][CH:40]=4)=[C:15]4[NH:19][C:18](=[C:20]([C:33]5[CH:38]=[CH:37][CH:36]=[CH:35][CH:34]=5)[C:21]5[CH:22]=[CH:23][C:24](=[C:26]([C:27]6[CH:32]=[CH:31][CH:30]=[CH:29][CH:28]=6)[C:4]=1[NH:5]2)[N:25]=5)[CH:17]=[CH:16]4)[CH:11]=[CH:10]3)=[O:2].[Si]([C:55]([F:58])([F:57])[F:56])(C)(C)C.CCCC[N+](CCCC)(CCCC)CCCC.[F-].Cl.C([O-])(=O)C.[Na+]>O1CCCC1.C(Cl)Cl>[F:56][C:55]([F:58])([F:57])[OH:2].[CH:48]1[CH:49]=[CH:50][C:45]([C:8]2[C:6]3[NH:5][C:4]([C:26]([C:27]4[CH:28]=[CH:29][CH:30]=[CH:31][CH:32]=4)=[C:24]4[CH:23]=[CH:22][C:21](=[C:20]([C:33]5[CH:38]=[CH:37][CH:36]=[CH:35][CH:34]=5)[C:18]5[CH:17]=[CH:16][C:15](=[C:14]([C:39]6[CH:40]=[CH:41][CH:42]=[CH:43][CH:44]=6)[C:12]6[CH:11]=[CH:10][C:9]=2[N:13]=6)[N:19]=5)[NH:25]4)=[CH:3][CH:7]=3)=[CH:46][CH:47]=1 |f:2.3,5.6,9.10|. Starting materials: C(C)(=O)[O-].[Na+] (sodium acetate), C(=O)C1=C2NC(=C1)C(=C1C=CC(=N1)C(=C1C=CC(N1)=C(C=1C=CC(N1)=C2C2=CC=CC=C2)C2=CC=CC=C2)C2=CC=CC=C2)C2=CC=CC=C2 (Formyl-tetraphenylporphyrin), [Si](C)(C)(C)C(F)(F)F (TMS-CF3), CCCC[N+](CCCC)(CCCC)CCCC.[F-] (TBAF), trifluoromethylated siloxy, Cl (hydrochloric acid). Procedure: Trifluoromethanol-tetraphenylporphyrin (22) was synthesized according to a modification of the procedure reported by Prakash and Olah (J. Am. Chem. Soc. 1989, 111, 393). All flasks and syringes were flame-dried and cooled under argon. To a stirring solution of formyl-tetraphenylporphyrin (21) (25 mgs, 0.039 mmol) in distilled tetrahydrofuran (15 mL) was added TMS-CF3 (1.16 μL, 0.585 mmol). The mixture was cooled to 0° under argon, and a catalytic amount of TBAF (10 μL, 0.01 mmol) was added. The ... The reactants are BrC1=CC(=C(C=C1F)N1C(C=CC2=CC(=CC=C12)S(=O)(=O)NC1=NOC=C1)=O)OCC#N (1-(4-bromo-2-(cyanomethoxy)-5-fluorophenyl)-N-(isoxazol-3-yl)-2-oxo-1,2-dihydroquinoline-6-sulfonamide), BrC(C#N)C (2-bromopropanenitrile), C1(=CC=CC=C1)O (phenol). The product is BrC1=CC(=C(C=C1F)N1C(C=CC2=CC(=CC=C12)S(=O)(=O)NC1=NOC=C1)=O)OC(C)C#N (1-(4-bromo-2-(1-cyanoethoxy)-5-fluorophenyl)-N-(isoxazol-3-yl)-2-oxo-1,2-dihydroquinoline-6-sulfonamide). Yield: 14.0%. As a reaction SMILES: [Br:1][C:2]1[C:7]([F:8])=[CH:6][C:5]([N:9]2[C:18]3[C:13](=[CH:14][C:15]([S:19]([NH:22][C:23]4[CH:27]=[CH:26][O:25][N:24]=4)(=[O:21])=[O:20])=[CH:16][CH:17]=3)[CH:12]=[CH:11][C:10]2=[O:28])=[C:4]([O:29][CH2:30][C:31]#[N:32])[CH:3]=1.Br[CH:34](C)C#N.C1(O)C=CC=CC=1>>[Br:1][C:2]1[C:7]([F:8])=[CH:6][C:5]([N:9]2[C:18]3[C:13](=[CH:14][C:15]([S:19]([NH:22][C:23]4[CH:27]=[CH:26][O:25][N:24]=4)(=[O:20])=[O:21])=[CH:16][CH:17]=3)[CH:12]=[CH:11][C:10]2=[O:28])=[C:4]([O:29][CH:30]([C:31]#[N:32])[CH3:34])[CH:3]=1. Procedure details: This compound was made in an analogous fashion to 1-(4-bromo-2-(cyanomethoxy)-5-fluorophenyl)-N-(isoxazol-3-yl)-2-oxo-1,2-dihydroquinoline-6-sulfonamide via Method 166 except employing 2-bromopropanenitrile in the first step to alkylate the phenol. The yield of the desired product after HPLC purification was 5.3 mgs (14% yield). 1H NMR (500 MHz, DMSO-d6) □=ppm 1.36 (d, J=6.62 Hz, 2 H) 3.02-3.11 (m, 1 H) 3.17 (s, 1 H) 5.43-5.51 (m, 1 H) 6.16-6.22 (m, 1 H) 6.72 (d, J=9.73 Hz, 2 H) 7.67-7.78 (m, 2 ... Reported procedure: 3-Hydroxy-4-pentyloxy-benzaldehyde (0.750 g., 3.6 mmol, 1 equiv. ) is dissolved in 10 mL of methylene chloride. Diisopropyl ethyl amine (0.840 g., 6.5 mmol, 1.8 equiv. ) is then added, and the mixture is cooled to 0° C. Acetyl chloride (0.340 g., 4.32 mmol, 1.2 equiv. ) dissolved in 2 mL of methylene chloride is added slowly, and the reaction is stirred at 0° C. for 20 min., followed by stirring 30 min. at room temperature. The mixture is diluted with ether, and washed twice with water, dilute H... The solvent is C(Cl)Cl (methylene chloride), CCOCC (ether), C(Cl)Cl (methylene chloride), CCOCC (ether). The reactants are C(C)(=O)Cl (Acetyl chloride), C(C)(C)N(CC)C(C)C (Diisopropyl ethyl amine), OC=1C=C(C=O)C=CC1OCCCCC (3-Hydroxy-4-pentyloxy-benzaldehyde). Run at temperature 0 celsius, time 20 minute. Yield: 83.3%. RXN SMILES: [OH:1][C:2]1[CH:3]=[C:4]([CH:7]=[CH:8][C:9]=1[O:10][CH2:11][CH2:12][CH2:13][CH2:14][CH3:15])[CH:5]=[O:6].C(N(C(C)C)CC)(C)C.[C:25](Cl)(=[O:27])[CH3:26]>C(Cl)Cl.CCOCC>[C:25]([O:1][C:2]1[CH:3]=[C:4]([CH:7]=[CH:8][C:9]=1[O:10][CH2:11][CH2:12][CH2:13][CH2:14][CH3:15])[CH:5]=[O:6])(=[O:27])[CH3:26]. The product is C(C)(=O)OC=1C=C(C=O)C=CC1OCCCCC (3-acetoxy-4-pentyloxy-benzaldehyde). Starting materials: [OH-].[Na+] (sodium hydroxide), FC1=CC=C(C=C1)C(C(C(=O)OC)C(=O)OC)CC(=O)OC (2-(4-fluorophenyl)-1,1,3-trimethoxy carbonyl propane). Solvent: CO (methanol). Conditions: time 12 hour. The product is FC1=CC=C(C=C1)C(CC(=O)O)CC(=O)O (3-(4-fluorophenyl) glutaric acid). Yield: 92.5%. As a reaction SMILES: [OH-].[Na+].[F:3][C:4]1[CH:9]=[CH:8][C:7]([CH:10]([CH2:20][C:21]([O:23]C)=[O:22])[CH:11](C(OC)=O)[C:12]([O:14]C)=[O:13])=[CH:6][CH:5]=1>CO>[F:3][C:4]1[CH:9]=[CH:8][C:7]([CH:10]([CH2:20][C:21]([OH:23])=[O:22])[CH2:11][C:12]([OH:14])=[O:13])=[CH:6][CH:5]=1 |f:0.1|. Procedure details: An aqueous solution of sodium hydroxide (3N, 23 mL, 69 mmol) was added to a solution of 2-(4-fluorophenyl)-1,1,3-trimethoxy carbonyl propane (6.7 g, 21.5 mmol) in methanol (100 ml) at room temperature and the mixture was stirred for 12 hours. The resulting mixture was concentrated under reduced pressure, and then water (20 ml) and concentrated hydrochloric acid (10 ml) were added under ice cooling. The aqueous mixture was refluxed for 12 hours. The reaction mixture was extracted with ethyl aceta... The solvent is FC(C(=O)O)(F)F (trifluoro acetic acid). As a reaction SMILES: [CH3:1][N+:2]([CH2:5][CH:6]([OH:11])[CH2:7][C:8]([O-:10])=[O:9])([CH3:4])[CH3:3].[CH:12]1(CC([Cl:21])=O)[CH2:17][CH2:16][CH2:15][CH2:14][CH2:13]1.[CH2:22]([O:24]CC)[CH3:23]>FC(F)(F)C(O)=O>[CH:12]1([CH:5]([N+:2]([CH3:3])([CH3:4])[CH3:1])[C:6]([C:22](=[O:24])[CH3:23])([CH2:7][C:8](=[O:10])[O-:9])[OH:11])[CH2:17][CH2:16][CH2:15][CH2:14][CH2:13]1.[Cl-:21] |f:4.5|. Reaction conditions: time 48 hour. Product: C1(CCCCC1)C(C(O)(CC([O-])=O)C(C)=O)[N+](C)(C)C.[Cl-] (cyclohexyl acetyl carnitine chloride). Reactants: C1(CCCCC1)CC(=O)Cl (cyclohexyl acetyl chloride), C[N+](C)(C)CC(CC(=O)[O-])O (Carnitine chloride), C(C)OCC (Ethyl ether). Procedure: Carnitine chloride (2.97 g; 0.01 moles) was dissolved in trifluoro acetic acid (10 cc). To this solution was added cyclohexyl acetyl chloride (0.01 moles) prepared as previously disclosed and the resulting mixture was kept under stirring for 48 hours. Ethyl ether was then added and the resulting mixture was kept under stirring for 0.5 hours at 0° C. A precipitate was obtained, which was filtered off and dried under vacuum.